From a dataset of the Open Reaction Database (ORD), a public repository of structured organic reaction records. describe an organic reaction: reactants, conditions, products, and yield Reactants: [Sb]([O-])([O-])([O-])=O.[Na+].[Na+].[Na+] (Sodium antimonate), Cl (hydrochloric acid), [Sb] (Antimony), C(CS)(=O)OCCCCCC (hexyl thioglycolate). Solvent: O (water). Reaction conditions: time 2 hour. The product is C(CS)(=O)OCCCCCC.[Sb+5] (antimony (V) hexyl thioglycolate). Yield: 92.0%. RXN SMILES: [Sb:1](=O)([O-])([O-])[O-].[Na+].[Na+].[Na+].[Sb].[C:10]([O:14][CH2:15][CH2:16][CH2:17][CH2:18][CH2:19][CH3:20])(=[O:13])[CH2:11][SH:12].Cl>O>[C:10]([O:14][CH2:15][CH2:16][CH2:17][CH2:18][CH2:19][CH3:20])(=[O:13])[CH2:11][SH:12].[Sb+5:1] |f:0.1.2.3,8.9|. Procedure details: Sodium antimonate obtained from U.S. Antimony Corporation (22.73 g, 0.0563 mole) was placed in the reaction vessel and the hexyl thioglycolate (100 ml, 0.5625 mole) added and stirred. Concentrated hydrochloric acid from Fisher Scientic Co. (9.52 ml, 0.1125 mole) was added dropwise, and an immediate temperature rise of 12° C. occurred. The mixture was thereafter heated and the byproduct of the reaction, water, was distilled over at 96° C. and collected. After 2 hours, a 92% yield of antimony (V) ... The reactants are O=C[C@H](O)[C@@H](O)[C@@H](O)[C@H](O)CO (D-galactose), C(CC(C)C)N (isopentylamine), ClCCN=C=O (2-chloroethyl isocyanate). Yields the product ClCCNC(=O)N(C1[C@H](O)[C@@H](O)[C@@H](O)[C@H](O1)CO)CCC(C)C (1-(2-chloroethyl)-3-isopentyl-3-D-galactopyranosylurea). Yield: 77.6%. As a reaction SMILES: O=[CH:2][C@@H:3]([C@H:5]([C@H:7]([C@@H:9]([CH2:11][OH:12])[OH:10])[OH:8])[OH:6])[OH:4].[CH2:13]([NH2:18])[CH2:14][CH:15]([CH3:17])[CH3:16].[Cl:19][CH2:20][CH2:21][N:22]=[C:23]=[O:24]>>[Cl:19][CH2:20][CH2:21][NH:22][C:23]([N:18]([CH2:13][CH2:14][CH:15]([CH3:17])[CH3:16])[CH:2]1[O:10][C@H:9]([CH2:11][OH:12])[C@H:7]([OH:8])[C@H:5]([OH:6])[C@H:3]1[OH:4])=[O:24]. Procedure: 3.6 g of D-galactose, 2.3 g of isopentylamine and 2.5 g of 2-chloroethyl isocyanate are treated in the same manner as described in Example 5-(1). 5.5 g of 1-(2-chloroethyl)-3-isopentyl-3-D-galactopyranosylurea are thereby obtained as colorless caramel. Starting materials: ClC1=C2C=CC=NC2=C(C(=C1)C(C)=O)N1CCN(CC1)C(=O)C=1C(=NOC1C)C (1-(5-chloro-8-{4-[(3,5-dimethylisoxazol-4-yl)carbonyl]piperazin-1-yl}quinolin-7-yl)ethanone), C(C)(=O)[O-].[NH4+] (ammonium acetate), C(#N)[BH3-].[Na+] (sodium cyanoborohydride), O1CCCC1 (tetrahydrofuran). The solvent is CO (methanol), C(C)#N (acetonitrile). Run at temperature 65 celsius. Product: ClC1=C2C=CC=NC2=C(C(=C1)C(C)N)N1CCN(CC1)C(=O)C=1C(=NOC1C)C (1-(5-Chloro-8-{4-[(3,5-dimethylisoxazol-4-yl)carbonyl]piperazin-1-yl}quinolin-7-yl)ethanamine). Reaction SMILES: [Cl:1][C:2]1[CH:11]=[C:10]([C:12](=O)[CH3:13])[C:9]([N:15]2[CH2:20][CH2:19][N:18]([C:21]([C:23]3[C:24]([CH3:29])=[N:25][O:26][C:27]=3[CH3:28])=[O:22])[CH2:17][CH2:16]2)=[C:8]2[C:3]=1[CH:4]=[CH:5][CH:6]=[N:7]2.C([O-])(=O)C.[NH4+].C([BH3-])#[N:36].[Na+].O1CCCC1>CO.C(#N)C>[Cl:1][C:2]1[CH:11]=[C:10]([CH:12]([NH2:36])[CH3:13])[C:9]([N:15]2[CH2:20][CH2:19][N:18]([C:21]([C:23]3[C:24]([CH3:29])=[N:25][O:26][C:27]=3[CH3:28])=[O:22])[CH2:17][CH2:16]2)=[C:8]2[C:3]=1[CH:4]=[CH:5][CH:6]=[N:7]2 |f:1.2,3.4|. Procedure: A mixture of 1-(5-chloro-8-{4-[(3,5-dimethylisoxazol-4-yl)carbonyl]piperazin-1-yl}quinolin-7-yl)ethanone (0.044 g, 0.11 mmol) and ammonium acetate (0.0821 g, 1.06 mmol) in methanol (0.4 mL) and acetonitrile (0.4 mL) was heated at 65° C. in a sealed tube for 1 hour. After cooling to room temperature, to the resulting mixture was added 1.0 M sodium cyanoborohydride in tetrahydrofuran (0.26 mL, 0.26 mmol). The reaction was heated at 65° C. overnight. The mixture was cooled to room temperature, quen... The reactants are Cl (HCl), [OH-].[K+] (KOH), OC=1C=C(C2OC3=CC(=CC(=C3C(C2)=O)O)OCCBr)C=CC1OC (3',5-dihydroxy-4'-methoxy-7-bromoethoxy-flavanone), O (water). Solvent: C(Cl)Cl.CO (CH2Cl2 CH3OH). Run at time 2 hour. The product is OC1=C(C(=CC(=C1)OCCBr)O)C=CC(=O)C1=CC(=C(C=C1)OC)O (2,3',6-Trihydroxy-4-Bromoethoxy-4'-Methoxy-Chalcone). The yield is 75.0%. RXN SMILES: [OH-:1].[K+].[OH:3][C:4]1[CH:5]=[C:6]([CH:23]=[CH:24][C:25]=1[O:26][CH3:27])[CH:7]1[CH2:16][C:15](=O)[C:14]2[C:9](=[CH:10][C:11]([O:19][CH2:20][CH2:21][Br:22])=[CH:12][C:13]=2[OH:18])[O:8]1.O.Cl>C(Cl)Cl.CO>[OH:18][C:13]1[CH:12]=[C:11]([O:19][CH2:20][CH2:21][Br:22])[CH:10]=[C:9]([OH:8])[C:14]=1[CH:15]=[CH:16][C:7]([C:6]1[CH:23]=[CH:24][C:25]([O:26][CH3:27])=[C:4]([OH:3])[CH:5]=1)=[O:1] |f:0.1,5.6|. Reported procedure: Ten ml of 5% KOH is added to 400 mg (1.00 mmole) of 3',5-dihydroxy-4'-methoxy-7-bromoethoxy-flavanone giving a bright yellow solution which is stirred under argon at ambient temperature for 2 hours. The reaction mixture is then poured into 100 ml of water, acidified with 10% HCl, and extracted immediately with ethyl acetate (2 × 25 ml). The combined extracts are washed with dilute NaHCO3 (1 × 25ml), dried over MgSO4 and concentrated yielding 0.51 g of a partially crystalline orange oil. Tlc (sil... The reactants are ClC1=C(C(=O)O)C=CC=C1F (2-chloro-3-fluorobenzoic acid), FC1(CCC(CC1)C(CN)C=1C=NC(=NC1)C(F)(F)F)F (2-(4,4-difluorocyclohexyl)-2-(2-(trifluoromethyl)pyrimidin-5-yl)ethanamine). Product: ClC1=C(C(=O)NCC(C=2C=NC(=NC2)C(F)(F)F)C2CCC(CC2)(F)F)C=CC=C1F (2-chloro-3-fluoro-N-(2-(4,4-difluorocyclohexyl)-2-(2-(trifluoromethyl)pyrimidin-5-yl)ethyl)benzamide). Reaction SMILES: [Cl:1][C:2]1[C:10]([F:11])=[CH:9][CH:8]=[CH:7][C:3]=1[C:4]([OH:6])=O.[F:12][C:13]1([F:32])[CH2:18][CH2:17][CH:16]([CH:19]([C:22]2[CH:23]=[N:24][C:25]([C:28]([F:31])([F:30])[F:29])=[N:26][CH:27]=2)[CH2:20][NH2:21])[CH2:15][CH2:14]1>>[Cl:1][C:2]1[C:10]([F:11])=[CH:9][CH:8]=[CH:7][C:3]=1[C:4]([NH:21][CH2:20][CH:19]([CH:16]1[CH2:15][CH2:14][C:13]([F:32])([F:12])[CH2:18][CH2:17]1)[C:22]1[CH:27]=[N:26][C:25]([C:28]([F:29])([F:30])[F:31])=[N:24][CH:23]=1)=[O:6]. Procedure: From 2-chloro-3-fluorobenzoic acid and 2-(4,4-difluorocyclohexyl)-2-(2-(trifluoromethyl)pyrimidin-5-yl)ethanamine. LCMS (MH+): m/z=466.1, tR (minutes, Method F)=2.67 The reactants are CC1=C(C(=CC(=C1)C)C)C1C(C2C3C=CC(C2C1=O)O3)=O ((1RS,2SR,6RS,7SR)-4-(2,4,6-trimethylphenyl)-10-oxatricyclo[5.2.1.02,6]dec-8-en-3,5-dione). Reagents/catalysts: [Pd] (palladium on carbon). Solvent: CO (methanol). The product is CC1=C(C(=CC(=C1)C)C)C1C(C2C3CCC(C2C1=O)O3)=O ((1RS,2SR,6RS,7SR)-4-(2,4,6-trimethylphenyl)-10-oxatricyclo[5.2.1.02,6]decane-3,5-dione). Reaction SMILES: [CH3:1][C:2]1[CH:7]=[C:6]([CH3:8])[CH:5]=[C:4]([CH3:9])[C:3]=1[CH:10]1[C:18](=[O:19])[CH:17]2[CH:12]([CH:13]3[O:20][CH:16]2[CH:15]=[CH:14]3)[C:11]1=[O:21]>CO.[Pd]>[CH3:1][C:2]1[CH:7]=[C:6]([CH3:8])[CH:5]=[C:4]([CH3:9])[C:3]=1[CH:10]1[C:11](=[O:21])[CH:12]2[CH:17]([CH:16]3[O:20][CH:13]2[CH2:14][CH2:15]3)[C:18]1=[O:19]. Procedure: A solution of (1RS,2SR,6RS,7SR)-4-(2,4,6-trimethylphenyl)-10-oxatricyclo[5.2.1.02,6]dec-8-en-3,5-dione (205 mg, 0.66 mmol) in methanol (250 ml) is hydrogenated at 2 bar over 5% palladium on carbon (approximately 20 mgs) for 1 hour at room temperature. The catalyst is removed by filtration through diatomaceous earth and the solvent is evaporated under reduced pressure. Trituration with diethyl ether gives (1RS,2SR,6RS,7SR)-4-(2,4,6-trimethylphenyl)-10-oxatricyclo[5.2.1.02,6]decane-3,5-dione. The reactants are C(C)(C)(C)OC(=O)NC[C@@H](C(=O)OC)N1CCCC1 (methyl(S)-3-tert-butoxycarbonylamino-2-pyrrolidin-1-ylpropanoate), Cl (hydrochloric acid). Run at time 1 hour. The product is Cl.Cl.NC[C@@H](C(=O)OC)N1CCCC1 (methyl(S)-3-amino-2-pyrrolidin-1-ylpropanoate dihydrochloride). Yield: 88.0%. RXN SMILES: C(OC([NH:8][CH2:9][C@H:10]([N:15]1[CH2:19][CH2:18][CH2:17][CH2:16]1)[C:11]([O:13][CH3:14])=[O:12])=O)(C)(C)C.[ClH:20]>>[ClH:20].[ClH:20].[NH2:8][CH2:9][C@H:10]([N:15]1[CH2:16][CH2:17][CH2:18][CH2:19]1)[C:11]([O:13][CH3:14])=[O:12] |f:2.3.4|. Reported procedure: A solution of 2.9 g (11 mmol) of methyl(S)-3-tert-butoxycarbonylamino-2-pyrrolidin-1-ylpropanoate in 20 ml of isopropanolic hydrochloric acid having a concentration of 5-6N is stirred at 40° C. for 18 h. After evaporation under vacuum, the residue is taken up in 100 ml of diethyl ether, stirred at ambient temperature for 1 h, filtered and dried under vacuum. 2.3 g (88%) of methyl(S)-3-amino-2-pyrrolidin-1-ylpropanoate dihydrochloride are obtained in the form of a beige solid. Starting materials: Nc1ccc(F)cc1N, C1CCOC1, O=C(O)C(F)(F)F, O=C(C=Cc1cccnc1)NCc1ccc(C(=O)O)cc1. Yields the product Nc1cc(F)ccc1NC(=O)c1ccc(CNC(=O)C=Cc2cccnc2)cc1. As a reaction SMILES: [F:22][c:23]1[cH:24][c:25]([NH2:30])[c:26]([NH2:29])[cH:27][cH:28]1.[O:38]1[CH2:39][CH2:40][CH2:41][CH2:42]1.[OH:31][C:32]([C:33]([F:34])([F:35])[F:36])=[O:37].[n:1]1[cH:2][c:3]([CH:7]=[CH:8][C:9](=[O:10])[NH:11][CH2:12][c:13]2[cH:14][cH:15][c:16]([C:17](=[O:18])[OH:19])[cH:20][cH:21]2)[cH:4][cH:5][cH:6]1>>[n:1]1[cH:2][c:3]([CH:7]=[CH:8][C:9](=[O:10])[NH:11][CH2:12][c:13]2[cH:14][cH:15][c:16]([C:17](=[O:19])[NH:29][c:26]3[c:25]([NH2:30])[cH:24][c:23]([F:22])[cH:28][cH:27]3)[cH:20][cH:21]2)[cH:4][cH:5][cH:6]1.